This data is from the Open Reaction Database (ORD), a public repository of structured organic reaction records. The task is: describe an organic reaction: reactants, conditions, products, and yield Reactants: C(=O)([O-])[O-].[Cs+].[Cs+] (Cs2CO3), N1N=C(C=C1)C(=O)OCC (Ethyl 1H-pyrazole-3-carboxylate), BrC1=CC=C(C=C1)OCC (p-bromophenetol). Run in C(C)#N (ACN). Reaction conditions: temperature 82 celsius, time 7 hour. The product is C(C)OC1=CC=C(C=C1)N1N=C(C=C1)C(=O)OCC (Ethyl 1-(4-ethoxyphenyl)-1H-pyrazole-3-carboxylate). As a reaction SMILES: C([O-])([O-])=O.[Cs+].[Cs+].[NH:7]1[CH:11]=[CH:10][C:9]([C:12]([O:14][CH2:15][CH3:16])=[O:13])=[N:8]1.Br[C:18]1[CH:23]=[CH:22][C:21]([O:24][CH2:25][CH3:26])=[CH:20][CH:19]=1>C(#N)C>[CH2:25]([O:24][C:21]1[CH:22]=[CH:23][C:18]([N:7]2[CH:11]=[CH:10][C:9]([C:12]([O:14][CH2:15][CH3:16])=[O:13])=[N:8]2)=[CH:19][CH:20]=1)[CH3:26] |f:0.1.2|. Reported procedure: A 10 mL Schlenk tube was dried under vacuum, filled with nitrogen and consecutively charged with 19.4 mg (0.102 mmol, 0.2 eq) Cul, 332.3 mg (1.020 mmol, 2.0 eq) Cs2CO3, 100.0 mg (0.714 mmol, 1.4 eq) ethyl 1H-pyrazole-3-carboxylate (6), 102.4 mg (73.0 μL, 0.510 mmol, 1.0 eq) p-bromophenetol and 1 mL dry ACN. The light brown suspension was degassed by vaccum/N2 cycles and stirred first at 82° C. for 7 h and than after adding 0.5 mL dry DMF (solubility issue) at 120° C. for further 65 h. The GC-MS ... Reactants: CCCCCCC, Cn1c(C(F)(F)F)cc(=O)n(-c2c(F)cc(Cl)cc2F)c1=O, O=[N+]([O-])O, O=S(=O)(O)O. Yields the product Cn1c(C(F)(F)F)cc(=O)n(-c2c(F)cc(Cl)c([N+](=O)[O-])c2F)c1=O. RXN SMILES: [CH3:27][CH2:28][CH2:29][CH2:30][CH2:31][CH2:32][CH3:33].[Cl:1][c:2]1[cH:3][c:4]([F:22])[c:5](-[n:9]2[c:10](=[O:21])[n:11]([CH3:20])[c:12]([C:16]([F:17])([F:18])[F:19])[cH:13][c:14]2=[O:15])[c:6]([F:8])[cH:7]1.[OH:23][N+:24]([O-:25])=[O:26].[S:34](=[O:35])(=[O:36])([OH:37])[OH:38]>>[Cl:1][c:2]1[cH:3][c:4]([F:22])[c:5](-[n:9]2[c:10](=[O:21])[n:11]([CH3:20])[c:12]([C:16]([F:17])([F:18])[F:19])[cH:13][c:14]2=[O:15])[c:6]([F:8])[c:7]1[N+:24](=[O:23])[O-:25]. Reactants: ClCCl, O=C(O)C(F)(F)F, CC1CC(O)c2ncnc(C3=CCN(C(=O)OC(C)(C)C)CC3)c21. The product is CC1CC(O)c2ncnc(C3=CCNCC3)c21. RXN SMILES: [Cl:32][CH2:33][Cl:34].[F:1][C:2]([F:3])([F:4])[C:5]([OH:6])=[O:7].[OH:8][CH:9]1[CH2:10][CH:11]([CH3:31])[c:12]2[c:13]1[n:14][cH:15][n:16][c:17]2[C:18]1=[CH:19][CH2:20][N:21]([C:24]([O:25][C:26]([CH3:27])([CH3:28])[CH3:29])=[O:30])[CH2:22][CH2:23]1>>[OH:8][CH:9]1[CH2:10][CH:11]([CH3:31])[c:12]2[c:13]1[n:14][cH:15][n:16][c:17]2[C:18]1=[CH:19][CH2:20][NH:21][CH2:22][CH2:23]1. Reactants: O=C([O-])O, CO, CCCC1(c2ccc(Cl)cc2Cl)CO1, [Na+]. The product is CCCC(CO)(OC)c1ccc(Cl)cc1Cl. As a reaction SMILES: [C:15]([O-:16])(=[O:17])[OH:18].[CH3:20][OH:21].[Cl:1][c:2]1[c:3]([C:9]2([CH2:12][CH2:13][CH3:14])[CH2:10][O:11]2)[cH:4][cH:5][c:6]([Cl:8])[cH:7]1.[Na+:19]>>[Cl:1][c:2]1[c:3]([C:9]([O:11][CH3:10])([CH2:12][CH2:13][CH3:14])[CH2:15][OH:16])[cH:4][cH:5][c:6]([Cl:8])[cH:7]1. Starting materials: Cc1ncc(C(O)c2ccc(Cl)cc2)c2c1OC(C)(C)OC2, CC(=O)OC(C)=O, [Na+], O=C([O-])O, c1ccncc1. The product is CC(=O)OC(c1ccc(Cl)cc1)c1cnc(C)c2c1COC(C)(C)O2. Reaction SMILES: [CH3:1][C:2]1([CH3:22])[O:3][c:4]2[c:5]([c:8]([CH:13]([c:14]3[cH:15][cH:16][c:17]([Cl:20])[cH:18][cH:19]3)[OH:21])[cH:9][n:10][c:11]2[CH3:12])[CH2:6][O:7]1.[CH3:23][C:24](=[O:25])[O:26][C:27](=[O:28])[CH3:29].[Na+:34].[O-:30][C:31]([OH:32])=[O:33].[cH:35]1[cH:36][cH:37][n:38][cH:39][cH:40]1>>[CH3:1][C:2]1([CH3:22])[O:3][c:4]2[c:5]([c:8]([CH:13]([c:14]3[cH:15][cH:16][c:17]([Cl:20])[cH:18][cH:19]3)[O:21][C:24]([CH3:23])=[O:25])[cH:9][n:10][c:11]2[CH3:12])[CH2:6][O:7]1. The reactants are CC1(C)C(=O)Nc2ccc(Br)cc21, CC(C)(C)C(=O)OCCl, CN(C)C=O, [H-], [Na+]. Yields the product CC(C)(C)C(=O)OCN1C(=O)C(C)(C)c2cc(Br)ccc21. RXN SMILES: [Br:1][c:2]1[cH:3][c:4]2[c:8]([cH:9][cH:10]1)[NH:7][C:6](=[O:11])[C:5]2([CH3:12])[CH3:13].[C:16]([C:17]([CH3:18])([CH3:19])[CH3:20])(=[O:21])[O:22][CH2:23][Cl:24].[CH3:25][N:26]([CH3:27])[CH:28]=[O:29].[H-:14].[Na+:15]>>[Br:1][c:2]1[cH:3][c:4]2[c:8]([cH:9][cH:10]1)[N:7]([CH2:23][O:22][C:16]([C:17]([CH3:18])([CH3:19])[CH3:20])=[O:21])[C:6](=[O:11])[C:5]2([CH3:12])[CH3:13]. The reactants are C(#N)C1=C(C=C(C=C1)NC(=O)C1=CC=C2CCCNC2=C1)C(F)(F)F (1,2,3,4-tetrahydro-quinoline-7-carboxylic acid (4-cyano-3-trifluoromethyl-phenyl)-amide), N1=CC=CC2=CC=C(C=C12)C(=O)O (quinoline-7-carboxylic acid), NC1=CC(=C(C#N)C=C1)C(F)(F)F (4-amino-2-trifluoromethyl-benzonitrile), ClC=1C=C(C=CC1)S(=O)(=O)Cl (3-chloro-benzenesulfonyl chloride), C(#N)C1=C(C=C(C=C1)NC(=O)C1=CC=C2C=CC=NC2=C1)C(F)(F)F (quinoline-7-carboxylic acid (4-cyano-3-trifluoromethyl-phenyl)-amide). The product is C(#N)C1=C(C=C(C=C1)NC(=O)C1=CC=C2CCCN(C2=C1)S(=O)(=O)C1=CC(=CC=C1)Cl)C(F)(F)F (1-(3-chloro-benzenesulfonyl)-1,2,3,4-tetrahydro-quinoline-7-carboxylic acid (4-cyano-3-trifluoromethyl-phenyl)-amide). As a reaction SMILES: N1C2C(=CC=C(C(O)=O)C=2)C=CC=1.NC1C=CC(C#N)=C(C(F)(F)F)C=1.[C:27]([C:29]1[CH:34]=[CH:33][C:32]([NH:35][C:36]([C:38]2[CH:47]=[C:46]3[C:41]([CH:42]=[CH:43][CH:44]=[N:45]3)=[CH:40][CH:39]=2)=[O:37])=[CH:31][C:30]=1[C:48]([F:51])([F:50])[F:49])#[N:28].C(C1C=CC(NC(C2C=C3C(CCCN3)=CC=2)=O)=CC=1C(F)(F)F)#N.[Cl:77][C:78]1[CH:79]=[C:80]([S:84](Cl)(=[O:86])=[O:85])[CH:81]=[CH:82][CH:83]=1>>[C:27]([C:29]1[CH:34]=[CH:33][C:32]([NH:35][C:36]([C:38]2[CH:47]=[C:46]3[C:41]([CH2:42][CH2:43][CH2:44][N:45]3[S:84]([C:80]3[CH:81]=[CH:82][CH:83]=[C:78]([Cl:77])[CH:79]=3)(=[O:86])=[O:85])=[CH:40][CH:39]=2)=[O:37])=[CH:31][C:30]=1[C:48]([F:51])([F:49])[F:50])#[N:28]. Reported procedure: In analogy to example 40, quinoline-7-carboxylic acid was reacted with 4-amino-2-trifluoromethyl-benzonitrile in step 2, and the resulting quinoline-7-carboxylic acid (4-cyano-3-trifluoromethyl-phenyl)-amide was reduced to 1,2,3,4-tetrahydro-quinoline-7-carboxylic acid (4-cyano-3-trifluoromethyl-phenyl)-amide in step 3. This was coupled with 3-chloro-benzenesulfonyl chloride in step 4, yielding 1-(3-chloro-benzenesulfonyl)-1,2,3,4-tetrahydro-quinoline-7-carboxylic acid (4-cyano-3-trifluoromethyl...